This data is from the Open Reaction Database (ORD), a public repository of structured organic reaction records. The task is: describe an organic reaction: reactants, conditions, products, and yield Solvent: N1=CC=CC=C1 (pyridine). Procedure: 2-Methoxycarbonylthiophene-3-sulfonyl chloride (2.50 g, 10.05 mmol) was added to a solution of 5-amino-3,4-dimethylisoxazole(0.98 g, 8.75 mmol) in dry pyridine (5.0 ml). The reaction mixture was stirred at room temperature for 16 h. Pyridine was removed under reduced pressure and the residue was partitioned between water and dichloromethane. The organic layer was washed with 1N HCl (2×50 ml) and dried over anhydrous magnesium sulfate. Evaporation of the solvents left an oily residue, which, afte... Yields the product CC1=NOC(=C1C)NS(=O)(=O)C1=C(SC=C1)C(=O)OC (N-(3,4-dimethyl-5-isoxazolyl)-2-(carbomethoxy)thiophene-3-sulfonamide). Reaction SMILES: [CH3:1][O:2][C:3]([C:5]1[S:6][CH:7]=[CH:8][C:9]=1[S:10](Cl)(=[O:12])=[O:11])=[O:4].[NH2:14][C:15]1[O:19][N:18]=[C:17]([CH3:20])[C:16]=1[CH3:21]>N1C=CC=CC=1>[CH3:20][C:17]1[C:16]([CH3:21])=[C:15]([NH:14][S:10]([C:9]2[CH:8]=[CH:7][S:6][C:5]=2[C:3]([O:2][CH3:1])=[O:4])(=[O:12])=[O:11])[O:19][N:18]=1. Run at time 16 hour. Reactants: COC(=O)C=1SC=CC1S(=O)(=O)Cl (2-Methoxycarbonylthiophene-3-sulfonyl chloride), NC1=C(C(=NO1)C)C (5-amino-3,4-dimethylisoxazole). The yield is 0.1%. Reactants: N1=C(C=NC2=CC=CC=C12)OC1=CC=C(OC(C(=O)OC)C)C=C1 (Methyl 2-[4-(2-quinoxalinyloxy)phenoxy]propanoate), [OH-].[K+] (potassium hydroxide). Run in O (water), CO (methanol). Conditions: time 8 hour. Product: N1=C(C=NC2=CC=CC=C12)OC1=CC=C(OC(C(=O)O)C)C=C1 (2-[4-(2-Quinoxalinyloxy)phenoxy]propanoic acid). As a reaction SMILES: [N:1]1[C:10]2[C:5](=[CH:6][CH:7]=[CH:8][CH:9]=2)[N:4]=[CH:3][C:2]=1[O:11][C:12]1[CH:24]=[CH:23][C:15]([O:16][CH:17]([CH3:22])[C:18]([O:20]C)=[O:19])=[CH:14][CH:13]=1.[OH-].[K+]>O.CO>[N:1]1[C:10]2[C:5](=[CH:6][CH:7]=[CH:8][CH:9]=2)[N:4]=[CH:3][C:2]=1[O:11][C:12]1[CH:13]=[CH:14][C:15]([O:16][CH:17]([CH3:22])[C:18]([OH:20])=[O:19])=[CH:23][CH:24]=1 |f:1.2|. Reported procedure: 3.2 g (0.01 mole) Methyl 2-[4-(2-quinoxalinyloxy)phenoxy]propanoate was added to a solution of 0.7 g (0.01 mole) potassium hydroxide in 5 cc water and 60 cc methanol. The mixture was stirred at room temperature overnight and then filtered to remove a small amount of insoluble material. The methanol was removed under vacuum. Ice and hydrochloric acid were added to the mixture until it was acidic (pH~2). The precipitated acid was filtered and purified by redissolution into saturated sodium bicarbo... Reactants: ClC=1C=C(CC2CCC(CC2)CO)C=CC1 ([4-(3-Chlorobenzyl)cyclohexyl]-methanol), [H-].[Na+] (sodium hydride), FC1=C(C#N)C(=CC=C1)F (2,6-difluorobenzonitrile). Solvent: CN(C=O)C (dimethylformamide), CN(C=O)C (dimethylformamide). Reaction conditions: time 2 hour. The product is ClC=1C=C(CC2CCC(CC2)COC2=C(C#N)C(=CC=C2)F)C=CC1 (2-[4-(3-Chlorobenzyl)cyclohexylmethoxy]-6-fluorobenzonitrile). Isolated yield 76.7%. Reaction SMILES: [Cl:1][C:2]1[CH:3]=[C:4]([CH:14]=[CH:15][CH:16]=1)[CH2:5][CH:6]1[CH2:11][CH2:10][CH:9]([CH2:12][OH:13])[CH2:8][CH2:7]1.[H-].[Na+].[F:19][C:20]1[CH:27]=[CH:26][CH:25]=[C:24](F)[C:21]=1[C:22]#[N:23]>CN(C)C=O>[Cl:1][C:2]1[CH:3]=[C:4]([CH:14]=[CH:15][CH:16]=1)[CH2:5][CH:6]1[CH2:7][CH2:8][CH:9]([CH2:12][O:13][C:24]2[CH:25]=[CH:26][CH:27]=[C:20]([F:19])[C:21]=2[C:22]#[N:23])[CH2:10][CH2:11]1 |f:1.2|. Reported procedure: [4-(3-Chlorobenzyl)cyclohexyl]-methanol (150 mg; 0.63 mmol) was added to a suspension of sodium hydride (33 mg; 0.82 mmol) in 3 mL of dimethylformamide at 0° C. After 2 hours, mixture was added to a mixture of 2,6-difluorobenzonitrile (88 mg; 0.63 mmol) in 2 mL of dimethylformamide at 0° C. After 16 hours mixture was quenched with 5 g of ice. Aqueous mixture was extracted with 5×15 mL of ethyl acetate. Combined ethyl acetates were washed with 6×15 mL water, brine and dried over MgSO4. Residue wa... The reactants are C(C)NC1=NC(=NC=C1CC1=C(C=C(C(=C1)OC)OC)C(C)C)SC (ethyl-[5-(2-isopropyl-4,5-dimethoxy-benzyl)-2-methylsulfanyl-pyrimidin-4-yl]-amine), C1CCOC1 (THF), OOS(=O)[O-].[K+] (OXONE). Solvent: O (H2O), O (H2O). Run at time 2 hour. Yields the product C(C)NC1=NC(=NC=C1CC1=C(C=C(C(=C1)OC)OC)C(C)C)S(=O)(=O)C (ethyl-[5-(2-isopropyl-4,5-dimethoxy-benzyl)-2-methanesulfonyl-pyrimidin-4-yl]-amine). The yield is 92.0%. RXN SMILES: [CH2:1]([NH:3][C:4]1[C:9]([CH2:10][C:11]2[CH:16]=[C:15]([O:17][CH3:18])[C:14]([O:19][CH3:20])=[CH:13][C:12]=2[CH:21]([CH3:23])[CH3:22])=[CH:8][N:7]=[C:6](SC)[N:5]=1)[CH3:2].[CH2:26]1COCC1.O[O:32][S:33]([O-:35])=O.[K+]>O>[CH2:1]([NH:3][C:4]1[C:9]([CH2:10][C:11]2[CH:16]=[C:15]([O:17][CH3:18])[C:14]([O:19][CH3:20])=[CH:13][C:12]=2[CH:21]([CH3:22])[CH3:23])=[CH:8][N:7]=[C:6]([S:33]([CH3:26])(=[O:35])=[O:32])[N:5]=1)[CH3:2] |f:2.3|. Procedure details: To a solution of ethyl-[5-(2-isopropyl-4,5-dimethoxy-benzyl)-2-methylsulfanyl-pyrimidin-4-yl]-amine (0.129 g, 0.4 mmol) in 20 mL 1:1H2O/THF was added OXONE® (0.461 g, 0.8 mmol) in 4.0 mL H2O. After 2 hours, 50 mL H2O was added and the mixture was extracted with ethyl acetate, washed with H2O and washed with brine. The combined organic layers were dried over Na2SO4, filtered and concentrated in vacuo to give ethyl-[5-(2-isopropyl-4,5-dimethoxy-benzyl)-2-methanesulfonyl-pyrimidin-4-yl]-amine (0.13...